Dataset: the Open Reaction Database (ORD), a public repository of structured organic reaction records. Task: describe an organic reaction: reactants, conditions, products, and yield The reactants are C1(=CC=C(C=C1)S(=O)(=O)O)C.NC1[C@@H]2N(C(=C(CS2)COC)C(=O)OC(C)OC(=O)OCC)C1=O (1-ethoxycarbonyloxyethyl 7-amino-3-methoxymethyl-3-cephem-4-carboxylate p-toluenesulphonate), C(=O)NC=1SC=C(N1)C(C(=O)O)=O (2-(2-formamidothiazol-4-yl)glyoxylic acid). Yields the product C(=O)NC=1SC=C(N1)C(C(=O)NC1[C@@H]2N(C(=C(CS2)COC)C(=O)OC(C)OC(=O)OCC)C1=O)=O (1-Ethoxycarbonyloxyethyl 7-[2-(2-formamidothiazol-4-yl)glyoxylamido]-3-methoxymethyl-3-cephem-4-carboxylate). Isolated yield 52.6%. Reaction SMILES: C1(C)C=CC(S(O)(=O)=O)=CC=1.[NH2:12][CH:13]1[C:34](=[O:35])[N:15]2[C:16]([C:23]([O:25][CH:26]([O:28][C:29]([O:31][CH2:32][CH3:33])=[O:30])[CH3:27])=[O:24])=[C:17]([CH2:20][O:21][CH3:22])[CH2:18][S:19][C@H:14]12.[CH:36]([NH:38][C:39]1[S:40][CH:41]=[C:42]([C:44](=[O:48])[C:45](O)=[O:46])[N:43]=1)=[O:37]>>[CH:36]([NH:38][C:39]1[S:40][CH:41]=[C:42]([C:44](=[O:48])[C:45]([NH:12][CH:13]2[C:34](=[O:35])[N:15]3[C:16]([C:23]([O:25][CH:26]([O:28][C:29]([O:31][CH2:32][CH3:33])=[O:30])[CH3:27])=[O:24])=[C:17]([CH2:20][O:21][CH3:22])[CH2:18][S:19][C@H:14]23)=[O:46])[N:43]=1)=[O:37] |f:0.1|. Procedure: The procedure described in Preparation 21 was repeated, but using 2.8 g of 1-ethoxycarbonyloxyethyl 7-amino-3-methoxymethyl-3-cephem-4-carboxylate p-toluenesulphonate and 1.25 g of 2-(2-formamidothiazol-4-yl)glyoxylic acid, to give 1.5 g of the title compound.